From a dataset of the Open Reaction Database (ORD), a public repository of structured organic reaction records. describe an organic reaction: reactants, conditions, products, and yield The reactants are [Al+3], C1CCOC1, [H-], [H-], [H-], [H-], [Li+], CN1CCN(C(=O)c2c[nH]c3ccccc23)CC1. Product: CN1CCN(Cc2c[nH]c3ccccc23)CC1. As a reaction SMILES: [Al+3:20].[CH2:25]1[O:26][CH2:27][CH2:28][CH2:29]1.[H-:19].[H-:22].[H-:23].[H-:24].[Li+:21].[nH:1]1[cH:2][c:3]([C:10](=[O:11])[N:12]2[CH2:13][CH2:14][N:15]([CH3:18])[CH2:16][CH2:17]2)[c:4]2[cH:5][cH:6][cH:7][cH:8][c:9]12>>[nH:1]1[cH:2][c:3]([CH2:10][N:12]2[CH2:13][CH2:14][N:15]([CH3:18])[CH2:16][CH2:17]2)[c:4]2[cH:5][cH:6][cH:7][cH:8][c:9]12. Starting materials: CCCCO, CC(=O)[O-], Cl, NNc1ccc(F)cc1, CN1CCC(C(=O)c2ccccc2F)CC1, [Na+]. As a reaction SMILES: [CH2:32]([OH:33])[CH2:34][CH2:35][CH3:36].[CH3:28][C:29](=[O:30])[O-:31].[ClH:17].[F:18][c:19]1[cH:20][cH:21][c:22]([NH:25][NH2:26])[cH:23][cH:24]1.[F:1][c:2]1[c:3]([C:4](=[O:5])[CH:6]2[CH2:7][CH2:8][N:9]([CH3:12])[CH2:10][CH2:11]2)[cH:13][cH:14][cH:15][cH:16]1.[Na+:27]>>[F:1][c:2]1[c:3]([C:4]([CH:6]2[CH2:7][CH2:8][N:9]([CH3:12])[CH2:10][CH2:11]2)=[N:26][NH:25][c:22]2[cH:21][cH:20][c:19]([F:18])[cH:24][cH:23]2)[cH:13][cH:14][cH:15][cH:16]1. The product is CN1CCC(C(=NNc2ccc(F)cc2)c2ccccc2F)CC1. Reaction SMILES: [F:1][C:2]([F:7])([CH3:6])[C:3]([OH:5])=[O:4].O=P12OP3(OP(OP(O3)(O1)=O)(=O)O2)=O>C(Cl)Cl>[F:1][C:2]([F:7])([CH3:6])[C:3]([O:5][C:3](=[O:4])[C:2]([F:7])([F:1])[CH3:6])=[O:4]. Solvent: C(Cl)Cl (DCM). Reactants: FC(C(=O)O)(C)F (2,2-difluoropropanoic acid), O=P12OP3(=O)OP(=O)(O1)OP(=O)(O2)O3 (P2O5). Yields the product FC(C(=O)OC(C(C)(F)F)=O)(C)F (2,2-difluoropropanoic anhydride). Reaction conditions: time 2 day. Reported procedure: Synthesis: Step 1: To a solution of 2,2-difluoropropanoic acid (330 mg, 2.97 mmol) in DCM (5 mL) was added P2O5 (3.3 g, 29.7 mmol) at room temperature and the mixture was stirred for 2 days to give 2,2-difluoropropanoic anhydride. To a suspension of Intermediate A-2a (170 mg, 0.59 mmol) in TEA (5 mL) was added dropwise the 2,2-difluoropropanoic anhydride in DCM at 0˜10° C. The mixture was stirred at room temperature for 2 h. The volatiles were evaporated and the residue was purified by prep-TLC ... Reactants: Cn1ccc2ccccc21, CCO, O=C1NC(=O)C(=O)C(=O)N1, O. RXN SMILES: [CH3:12][n:13]1[cH:14][cH:15][c:16]2[cH:17][cH:18][cH:19][cH:20][c:21]12.[CH3:22][CH2:23][OH:24].[NH:2]1[C:3](=[O:4])[NH:5][C:6](=[O:7])[C:8](=[O:9])[C:10]1=[O:11].[OH2:1]>>[NH:2]1[C:3](=[O:4])[NH:5][C:6](=[O:7])[C:8]([OH:9])([c:15]2[cH:14][n:13]([CH3:12])[c:21]3[c:16]2[cH:17][cH:18][cH:19][cH:20]3)[C:10]1=[O:11]. Yields the product Cn1cc(C2(O)C(=O)NC(=O)NC2=O)c2ccccc21. The reactants are ClC1=NC=C(C=N1)B(O)O ((2-Chloropyrimidin-5-yl)boronic acid), N1C(CNCC1)=O (piperazin-2-one). Run in O1CCOCC1 (1,4-dioxane). Reaction conditions: temperature 100 celsius. Product: O=C1CN(CCN1)C1=NC=C(C=N1)B(O)O ([2-(3-Oxopiperazin-1-yl)pyrimidin-5-yl]boronic acid). Isolated yield 50.3%. RXN SMILES: Cl[C:2]1[N:7]=[CH:6][C:5]([B:8]([OH:10])[OH:9])=[CH:4][N:3]=1.[NH:11]1[CH2:16][CH2:15][NH:14][CH2:13][C:12]1=[O:17]>O1CCOCC1>[O:17]=[C:12]1[NH:11][CH2:16][CH2:15][N:14]([C:2]2[N:7]=[CH:6][C:5]([B:8]([OH:10])[OH:9])=[CH:4][N:3]=2)[CH2:13]1. Procedure details: (2-Chloropyrimidin-5-yl)boronic acid (1.0 g, 6.32 mmol) and piperazin-2-one (1.6 g, 16.0 mmol) were suspended in 1,4-dioxane (10 mL) and the mixture was heated at 100° C. under microwave irradiation for 45 minutes. The supernatant liquid was decanted from the suspension and the residue was triturated with methanol and diethyl ether. The resultant solids were filtered off and dried under vacuum to afford the title compound (706 mg, 30%) as a pale pink solid. Method B HPLC-MS: MH+ m/z 223, RT 0.25... Starting materials: CC1=NN=C2SC3=C(N21)C=CC=C3 (3-Methyl-s-triazolo(3,4-b)benzothiazole), C1(=CC=C(C=C1)S(=O)(=O)O)C (p-toluenesulfonic acid). Run in C(C)O (ethanol). Conditions: temperature 90 celsius. The product is C1(=CC=C(C=C1)S(=O)(=O)O)C.CC1=NN=C2SC3=C(N21)C=CC=C3 (3-Methyl-s-triazolo(3,4-b)benzothiazole p-toluenesulfonate). RXN SMILES: [CH3:1][C:2]1[N:9]2[C:5]([S:6][C:7]3[CH:13]=[CH:12][CH:11]=[CH:10][C:8]=32)=[N:4][N:3]=1.[C:14]1([CH3:24])[CH:19]=[CH:18][C:17]([S:20]([OH:23])(=[O:22])=[O:21])=[CH:16][CH:15]=1>C(O)C>[C:14]1([CH3:24])[CH:15]=[CH:16][C:17]([S:20]([OH:23])(=[O:21])=[O:22])=[CH:18][CH:19]=1.[CH3:1][C:2]1[N:9]2[C:5]([S:6][C:7]3[CH:13]=[CH:12][CH:11]=[CH:10][C:8]=32)=[N:4][N:3]=1 |f:3.4|. Procedure details: 3-Methyl-s-triazolo(3,4-b)benzothiazole (2 grams) was dissolved in 50 milliliters of ethanol. To this solution, 2 grams of p-toluenesulfonic acid were added, with stirring. After thorough mixing, the reaction mixture was heated to 90° C. and maintained at 90° C. for 1 hour. Solvent was thereafter removed under reduced pressure, yielding the desired salt as a solid. It was recrystallized from ethanol, m.p., 163°-4° C. NMR confirmed its identity. After a second recrystallization from ethanol, elem... Starting materials: C(C=C)#N (acrylonitrile), C=C1C(=O)OCC1 (α-methylene-γ-butyrolactone), C=CC1=CC=C(C=C1)S(=O)(=O)[O-].[Na+] (sodium p-styrene sulfonate), O (water), C(C)(C)(C)OOC(C)(C)C (di-tert-butyl peroxide). Conditions: temperature 160 celsius, time 10 minute. Yields the product C=C1C(=O)OCC1.C(C=C)#N.C=CC1=CC=C(C=C1)S(=O)(=O)[O-] (α-methylene-γ-butyrolactone acrylonitrile p-styrene sulfonate). As a reaction SMILES: [C:1](#[N:4])[CH:2]=[CH2:3].[CH2:5]=[C:6]1[CH2:11][CH2:10][O:9][C:7]1=[O:8].[CH2:12]=[CH:13][C:14]1[CH:19]=[CH:18][C:17]([S:20]([O-:23])(=[O:22])=[O:21])=[CH:16][CH:15]=1.[Na+].O.C(OOC(C)(C)C)(C)(C)C>>[CH2:5]=[C:6]1[CH2:11][CH2:10][O:9][C:7]1=[O:8].[C:1](#[N:4])[CH:2]=[CH2:3].[CH2:12]=[CH:13][C:14]1[CH:15]=[CH:16][C:17]([S:20]([O-:23])(=[O:22])=[O:21])=[CH:18][CH:19]=1 |f:2.3,6.7.8|. Reported procedure: To a high-pressure stainless steel reactor with overhead stirring is added 7.82 g (0.147 mol) of acrylonitrile, 7.82 g (7.97×10−2 mol) of α-methylene-γ-butyrolactone, 0.50 g (2.42×10−3 mol) of sodium p-styrene sulfonate and 36.88 g (2.05 mol) of water. The reactor is purged with nitrogen and 0.78 g (5.33×10−3 mol) di-tert-butyl peroxide is added to the reaction mixture before the reactor is tightly closed and heated to 160° C. After 10 minutes at 160° C., the polymerization is allowed to cool to... The reactants are Cl (HCl), ClC1=NC=C(C(=N1)NC1=CC=C(C=C1)[C@H]1CN(CCO1)C(=O)OC(C)(C)C)Cl ((S)-tert-Butyl 2-(4-(2,5-dichloropyrimidin-4-ylamino)phenyl)morpholine-4-carboxylate), CCOCC (ether). The solvent is O1CCOCC1 (dioxane), O1CCOCC1 (dioxane). Conditions: temperature 60 celsius, time 2 hour. Product: Cl.ClC1=NC=C(C(=N1)NC1=CC=C(C=C1)[C@H]1CNCCO1)Cl ((S)-2,5-dichloro-N-(4-(morpholin-2-yl)phenyl)pyrimidin-4-amine hydrochloride). Isolated yield 198.3%. RXN SMILES: [Cl:1][C:2]1[N:7]=[C:6]([NH:8][C:9]2[CH:14]=[CH:13][C:12]([C@@H:15]3[O:20][CH2:19][CH2:18][N:17](C(OC(C)(C)C)=O)[CH2:16]3)=[CH:11][CH:10]=2)[C:5]([Cl:28])=[CH:4][N:3]=1.Cl.CCOCC>O1CCOCC1>[ClH:1].[Cl:1][C:2]1[N:7]=[C:6]([NH:8][C:9]2[CH:10]=[CH:11][C:12]([C@@H:15]3[O:20][CH2:19][CH2:18][NH:17][CH2:16]3)=[CH:13][CH:14]=2)[C:5]([Cl:28])=[CH:4][N:3]=1 |f:4.5|. Procedure details: (S)-tert-Butyl 2-(4-(2,5-dichloropyrimidin-4-ylamino)phenyl)morpholine-4-carboxylate (45 mg, 0.106 mmol) was dissolved in dioxane (0.5 ml) and a solution of HCl in dioxane (4 M, 0.3 ml, 1.27 mmol) was added. The reaction mixture was stirred at 60° C. for 2 hours. After cooling, ether (2 ml) was added and the solid was filtered off. It was washed with ether and dried in vacuo to afford (S)-2,5-dichloro-N-(4-(morpholin-2-yl)phenyl)pyrimidin-4-amine hydrochloride (38 mg, 99%) as a white solid. MS (... As a reaction SMILES: [C:1]([O:5][C:6]([N:8]1[CH2:13][CH2:12][N:11]([C:14]([C:16]2[C:17]3[C:31](/[CH:32]=[CH:33]/[C:34]4[CH:39]=[CH:38][CH:37]=[CH:36][CH:35]=4)=[N:30][N:29]([CH:40]4[CH2:45][CH2:44][CH2:43][CH2:42][O:41]4)[C:18]=3[N:19]=[C:20]([C:22]3[CH:27]=[CH:26][C:25]([OH:28])=[CH:24][CH:23]=3)[CH:21]=2)=[O:15])[CH2:10][CH2:9]1)=[O:7])([CH3:4])([CH3:3])[CH3:2]>CO.[Pd]>[C:1]([O:5][C:6]([N:8]1[CH2:9][CH2:10][N:11]([C:14]([C:16]2[C:17]3[C:31]([CH2:32][CH2:33][C:34]4[CH:39]=[CH:38][CH:37]=[CH:36][CH:35]=4)=[N:30][N:29]([CH:40]4[CH2:45][CH2:44][CH2:43][CH2:42][O:41]4)[C:18]=3[N:19]=[C:20]([C:22]3[CH:23]=[CH:24][C:25]([OH:28])=[CH:26][CH:27]=3)[CH:21]=2)=[O:15])[CH2:12][CH2:13]1)=[O:7])([CH3:4])([CH3:2])[CH3:3]. Reported procedure: To a solution of 4-[6-(4-hydroxy-phenyl)-3-((E)-styryl)-1-(tetrahydro-pyran-2-yl)-1H-pyrazolo[3,4-b]pyridine-4-carbonyl]-piperazine-1-carboxylic acid tert-butyl ester (0.74 g, 1.22 mmol) in dry methanol (40 ml) was added Pd/C (150 mg). The reaction mixture was stirred under a hydrogen atmosphere for 1 hour, filtered and concentrated under reduced pressure. The crude residue was taken in dry methanol (30 ml) and Pd/C (150 mg) was added. The mixture was submitted to a hydrogen pressure of 1 bar an... Reaction conditions: time 1 hour. The yield is 96.5%. Solvent: CO (methanol). Product: C(C)(C)(C)OC(=O)N1CCN(CC1)C(=O)C=1C2=C(N=C(C1)C1=CC=C(C=C1)O)N(N=C2CCC2=CC=CC=C2)C2OCCCC2 (4-[6-(4-hydroxy-phenyl)-3-phenethyl-1-(tetrahydro-pyran-2-yl)-1H-pyrazolo[3,4-b]pyridine-4-carbonyl]-piperazine-1-carboxylic acid tert-butyl ester). The reactants are C(C)(C)(C)OC(=O)N1CCN(CC1)C(=O)C=1C2=C(N=C(C1)C1=CC=C(C=C1)O)N(N=C2\C=C\C2=CC=CC=C2)C2OCCCC2 (4-[6-(4-hydroxy-phenyl)-3-((E)-styryl)-1-(tetrahydro-pyran-2-yl)-1H-pyrazolo[3,4-b]pyridine-4-carbonyl]-piperazine-1-carboxylic acid tert-butyl ester). The reagents and catalysts are [Pd] (Pd/C). Starting materials: 34, FC1=CC=C(C=C1)C(CCCN1CC2N(CC1)C(OC2)(C)C)C2=CC=C(C=C2)F (7-[4,4-bis(4-fluorophenyl)butyl]hexahydro-3,3-dimethyl-1H-oxazolo[3,4-a]pyrazine), Cl (hydrochloric acid). Solvent: O (water). The product is FC1=CC=C(C=C1)C(CCCN1CC(NCC1)CO)C1=CC=C(C=C1)F (4-[4,4-bis(4-fluorophenyl)butyl]-2-piperazinemethanol), intermediate 100. As a reaction SMILES: [F:1][C:2]1[CH:7]=[CH:6][C:5]([CH:8]([C:23]2[CH:28]=[CH:27][C:26]([F:29])=[CH:25][CH:24]=2)[CH2:9][CH2:10][CH2:11][N:12]2[CH2:17][CH2:16][N:15]3C(C)(C)[O:19][CH2:20][CH:14]3[CH2:13]2)=[CH:4][CH:3]=1.Cl>O>[F:1][C:2]1[CH:7]=[CH:6][C:5]([CH:8]([C:23]2[CH:24]=[CH:25][C:26]([F:29])=[CH:27][CH:28]=2)[CH2:9][CH2:10][CH2:11][N:12]2[CH2:17][CH2:16][NH:15][CH:14]([CH2:20][OH:19])[CH2:13]2)=[CH:4][CH:3]=1. Reported procedure: A mixture of 34 parts of 7-[4,4-bis(4-fluorophenyl)butyl]hexahydro-3,3-dimethyl-1H-oxazolo[3,4-a]pyrazine and 272 parts of a hydrochloric acid solution 0.5N in water was stirred and refluxed for 2 hours. The reaction mixture was cooled to room temperature and the product was extracted twice with 1,1'-oxybisethane. The aqueous phase was separated, alkalized and salted out with sodium carbonate. The product was extracted with trichloromethane. The extract was dried, filtered and evaporated. The re...